Dataset: the Open Reaction Database (ORD), a public repository of structured organic reaction records. Task: describe an organic reaction: reactants, conditions, products, and yield Reactants: C(C1=CC=CC=C1)OC1=CC=C(NC=2C3=C(N=CN2)C=NC(=C3)Cl)C=C1 (4-(4-benzyloxyanilino)-6-chloropyrido[3,4-d]pyrimidine), CN1CCNCC1 (1-methylpiperazine). Product: C(C1=CC=CC=C1)OC1=CC=C(NC=2C3=C(N=CN2)C=NC(=C3)N3CCN(CC3)C)C=C1 (4-(4-Benzyloxyanilino)-6-(1-methylpiperazin-4-yl)-pyrido[3,4-d]pyrimidine). As a reaction SMILES: [CH2:1]([O:8][C:9]1[CH:26]=[CH:25][C:12]([NH:13][C:14]2[C:15]3[CH:23]=[C:22](Cl)[N:21]=[CH:20][C:16]=3[N:17]=[CH:18][N:19]=2)=[CH:11][CH:10]=1)[C:2]1[CH:7]=[CH:6][CH:5]=[CH:4][CH:3]=1.[CH3:27][N:28]1[CH2:33][CH2:32][NH:31][CH2:30][CH2:29]1>>[CH2:1]([O:8][C:9]1[CH:26]=[CH:25][C:12]([NH:13][C:14]2[C:15]3[CH:23]=[C:22]([N:31]4[CH2:32][CH2:33][N:28]([CH3:27])[CH2:29][CH2:30]4)[N:21]=[CH:20][C:16]=3[N:17]=[CH:18][N:19]=2)=[CH:11][CH:10]=1)[C:2]1[CH:7]=[CH:6][CH:5]=[CH:4][CH:3]=1. Reported procedure: Prepared according to Procedure C from 4-(4-benzyloxyanilino)-6-chloropyrido[3,4-d]pyrimidine and 1-methylpiperazine; δH (CDCl3) 9.00 (1H,s), 8.58 (1H,s), 7.59 (2H, d), 7.28-7.40 (5H,m), 7.02 (2H,d), 6.59 (1H,s), 5.08 (2H,s), 3.60-3.74 (4H,m), 2.52-2.64 (4H,m), 2.40 (3H,s); m/z (M+1)+427. Reactants: O=C(O)C1(C(=O)O)CC1, Cn1ccnc1, CC#N, COC(C)(C)C, [Na+], [OH-], OCc1ccccc1, O=S(Cl)Cl. The product is O=C(O)C1(C(=O)OCc2ccccc2)CC1. As a reaction SMILES: [C:1]1([C:4](=[O:5])[OH:6])([C:7](=[O:8])[OH:9])[CH2:2][CH2:3]1.[CH3:10][n:11]1[cH:12][cH:13][n:14][cH:15]1.[CH3:30][C:31]#[N:32].[CH3:33][O:34][C:35]([CH3:36])([CH3:37])[CH3:38].[Na+:29].[OH-:28].[OH:20][CH2:21][c:22]1[cH:23][cH:24][cH:25][cH:26][cH:27]1.[S:16]([Cl:17])([Cl:18])=[O:19]>>[C:1]1([C:4]([O:5][CH2:21][c:22]2[cH:23][cH:24][cH:25][cH:26][cH:27]2)=[O:6])([C:7](=[O:8])[OH:9])[CH2:2][CH2:3]1. The reactants are O (H2O), [BH4-].[Na+] (NaBH4), NC1=C(C=C(C=C1)Br)C(=NS(=O)C(C)(C)C)C1=CC=C(C=C1)Cl (2-Methyl-propane-2-sulfinic acid (2-amino-5-bromo-phenyl)-(4-chloro-phenyl)-methyleneamide). Run in C1CCOC1 (THF). Yields the product NC1=C(C=C(C=C1)Br)C(C1=CC=C(C=C1)Cl)NS(=O)C(C)(C)C (2-Methyl-propane-2-sulfinic acid [(2-amino-5-bromo-phenyl)-(4-chloro-phenyl)-methyl]-amide). RXN SMILES: [NH2:1][C:2]1[CH:7]=[CH:6][C:5]([Br:8])=[CH:4][C:3]=1[C:9]([C:17]1[CH:22]=[CH:21][C:20]([Cl:23])=[CH:19][CH:18]=1)=[N:10][S:11]([C:13]([CH3:16])([CH3:15])[CH3:14])=[O:12].O.[BH4-].[Na+]>C1COCC1>[NH2:1][C:2]1[CH:7]=[CH:6][C:5]([Br:8])=[CH:4][C:3]=1[CH:9]([NH:10][S:11]([C:13]([CH3:16])([CH3:15])[CH3:14])=[O:12])[C:17]1[CH:18]=[CH:19][C:20]([Cl:23])=[CH:21][CH:22]=1 |f:2.3|. Procedure details: To a solution of 2-Methyl-propane-2-sulfinic acid (2-amino-5-bromo-phenyl)-(4-chloro-phenyl)-methyleneamide (6.82 g, 0.02 mmol) dissolved in THF (196 mL) and H2O (4 mL) is added NaBH4 (1.57 g, 0.04 mol) at 0° C. The mixture is stirred at RT. The mixture is quenched with MeOH and H2O, MeOH and THF is removed. The mixture is extracted with ethyl acetate, dried over NaSO4 and concentrated. This provides the desired compound which is used without further purification. Starting materials: OC1=CC=C(C=C1)S(=O)C(CC(=O)O)CC (3-(p-hydroxyphenylsulfinyl)pentanoic acid), NC1[C@@H]2N(C(=C(CS2)CSC2=NN=C(S2)C)C(=O)O)C1=O (7-amino-3-(2-methyl-1,3,4-thiadiazol-5-ylthiomethyl)-3-cephem-4-carboxylic acid). The product is OC1=CC=C(C=C1)S(=O)C(CC(=O)NC1[C@@H]2N(C(=C(CS2)CSC2=NN=C(S2)C)C(=O)O)C1=O)CC (7-[3-(p-hydroxyphenylsulfinyl)pentanamido]-3-(2-methyl-1,3,4-thiadiazol-5-ylthiomethyl)-3-cephem-4-carboxylic acid). As a reaction SMILES: [OH:1][C:2]1[CH:7]=[CH:6][C:5]([S:8]([CH:10]([CH2:15][CH3:16])[CH2:11][C:12]([OH:14])=O)=[O:9])=[CH:4][CH:3]=1.[NH2:17][CH:18]1[C:36](=[O:37])[N:20]2[C:21]([C:33]([OH:35])=[O:34])=[C:22]([CH2:25][S:26][C:27]3[S:31][C:30]([CH3:32])=[N:29][N:28]=3)[CH2:23][S:24][C@H:19]12>>[OH:1][C:2]1[CH:3]=[CH:4][C:5]([S:8]([CH:10]([CH2:15][CH3:16])[CH2:11][C:12]([NH:17][CH:18]2[C:36](=[O:37])[N:20]3[C:21]([C:33]([OH:35])=[O:34])=[C:22]([CH2:25][S:26][C:27]4[S:31][C:30]([CH3:32])=[N:29][N:28]=4)[CH2:23][S:24][C@H:19]23)=[O:14])=[O:9])=[CH:6][CH:7]=1. Procedure: 484 mg. of 3-(p-hydroxyphenylsulfinyl)pentanoic acid and 7-amino-3-(2-methyl-1,3,4-thiadiazol-5-ylthiomethyl)-3-cephem-4-carboxylic acid were reacted in the same manner as described in Example 28 and 555 mg. of 7-[3-(p-hydroxyphenylsulfinyl)pentanamido]-3-(2-methyl-1,3,4-thiadiazol-5-ylthiomethyl)-3-cephem-4-carboxylic acid were obtained. Starting materials: COc1ccc(C2=NN(C3CCNCC3)C(=O)C2(C)C)cc1OC, O=C(O)c1cccc2cccnc12. Yields the product COc1ccc(C2=NN(C3CCN(C(=O)c4cccc5cccnc45)CC3)C(=O)C2(C)C)cc1OC. RXN SMILES: [CH3:1][O:2][c:3]1[cH:4][c:5]([C:11]2=[N:15][N:14]([CH:16]3[CH2:17][CH2:18][NH:19][CH2:20][CH2:21]3)[C:13](=[O:22])[C:12]2([CH3:23])[CH3:24])[cH:6][cH:7][c:8]1[O:9][CH3:10].[n:25]1[cH:26][cH:27][cH:28][c:29]2[cH:30][cH:31][cH:32][c:33]([C:35](=[O:36])[OH:37])[c:34]12>>[CH3:1][O:2][c:3]1[cH:4][c:5]([C:11]2=[N:15][N:14]([CH:16]3[CH2:17][CH2:18][N:19]([C:35]([c:33]4[cH:32][cH:31][cH:30][c:29]5[cH:28][cH:27][cH:26][n:25][c:34]54)=[O:36])[CH2:20][CH2:21]3)[C:13](=[O:22])[C:12]2([CH3:23])[CH3:24])[cH:6][cH:7][c:8]1[O:9][CH3:10].